From a dataset of the Open Reaction Database (ORD), a public repository of structured organic reaction records. describe an organic reaction: reactants, conditions, products, and yield The reactants are C(N)(OCC1C2=C(C=C(C=C2N2CC3NC3C1(O2)O)C=O)O)=O (4-formyl-6,9-dihydroxy-14-oxa-1,11-diazatetracyclo[7.4.1.02,7.010,12 ]tetradeca-2,4,6-trien-8-ylmethyl carbamate), Cl.NO (hydroxylamine hydrochloride), C([O-])(O)=O.[Na+] (sodium bicarbonate). Run in CO (methanol). Conditions: time 1 hour. Product: C(N)(OCC1C2=C(C=C(C=C2N2CC3NC3C1(O2)O)C=NO)O)=O (6,9-dihydroxy-4-hydroxyiminomethyl-14-oxa-1,11-diazatetracyclo[7.4.1.02,7.010,12 ]tetradeca-2,4,6-trien-8-ylmethyl carbamate). Yield: 100.3%. RXN SMILES: [C:1](=[O:23])([O:3][CH2:4][CH:5]1[C:17]2([OH:19])[O:18][N:12]([CH2:13][CH:14]3[CH:16]2[NH:15]3)[C:11]2[C:6]1=[C:7]([OH:22])[CH:8]=[C:9]([CH:20]=O)[CH:10]=2)[NH2:2].Cl.[NH2:25][OH:26].C(=O)(O)[O-].[Na+]>CO>[C:1](=[O:23])([O:3][CH2:4][CH:5]1[C:17]2([OH:19])[O:18][N:12]([CH2:13][CH:14]3[CH:16]2[NH:15]3)[C:11]2[C:6]1=[C:7]([OH:22])[CH:8]=[C:9]([CH:20]=[N:25][OH:26])[CH:10]=2)[NH2:2] |f:1.2,3.4|. Procedure details: To a solution of 4-formyl-6,9-dihydroxy-14-oxa-1,11-diazatetracyclo[7.4.1.02,7.010,12 ]tetradeca-2,4,6-trien-8-ylmethyl carbamate (100 mg) in methanol (5 ml) were added hydroxylamine hydrochloride (90 mg) and sodium bicarbonate (106 mg). The mixture was stirred for 1 hour at ambient temperature and evaporated in vacuo. The residue was subjected to preparative thin layer chromatography, which was developed with a mixture of chloroform, methanol and water (6:4:1, v/v) to afford 6,9-dihydroxy-4-hyd... Starting materials: O=C(n1ccnc1)n1ccnc1, COC(=O)c1csc(C(=O)O)c1, CC(=O)O, CN(C)C=O, CN(C)c1ccncc1, NC(=O)N1C(=O)Cc2cc(Cl)ccc21. Yields the product COC(=O)c1csc(C(=O)C2C(=O)N(C(N)=O)c3ccc(Cl)cc32)c1. As a reaction SMILES: [C:13]([n:14]1[cH:15][cH:16][n:17][cH:18]1)([n:19]1[cH:20][cH:21][n:22][cH:23]1)=[O:24].[CH3:1][O:2][C:3](=[O:4])[c:5]1[cH:6][c:7]([C:10](=[O:11])[OH:12])[s:8][cH:9]1.[CH3:39][C:40](=[O:41])[OH:42].[CH3:43][N:44]([CH3:45])[CH:46]=[O:47].[CH3:48][N:49]([c:50]1[cH:51][cH:52][n:53][cH:54][cH:55]1)[CH3:56].[Cl:25][c:26]1[cH:27][c:28]2[c:32]([cH:33][cH:34]1)[N:31]([C:35](=[O:36])[NH2:37])[C:30](=[O:38])[CH2:29]2>>[CH3:1][O:2][C:3](=[O:4])[c:5]1[cH:6][c:7]([C:10](=[O:12])[CH:29]2[c:28]3[cH:27][c:26]([Cl:25])[cH:34][cH:33][c:32]3[N:31]([C:35](=[O:36])[NH2:37])[C:30]2=[O:38])[s:8][cH:9]1. Reactants: CCOC(=O)NC=1C=CC(=NC1N)NCC=2C=CC(=CC2)F (flupirtine), C(\C=C/C(=O)O)(=O)O (maleic acid). Yields the product CCOC(=O)NC=1C=CC(=NC1N)NCC=2C=CC(=CC2)F.C(=C\C(=O)O)\C(=O)O (flupirtine maleate). Reaction SMILES: [CH3:1][CH2:2][O:3][C:4]([NH:6][C:7]1[CH:8]=[CH:9][C:10]([NH:14][CH2:15][C:16]2[CH:17]=[CH:18][C:19]([F:22])=[CH:20][CH:21]=2)=[N:11][C:12]=1[NH2:13])=[O:5].[C:23]([OH:30])(=[O:29])/[CH:24]=[CH:25]\[C:26]([OH:28])=[O:27]>>[CH3:1][CH2:2][O:3][C:4]([NH:6][C:7]1[CH:8]=[CH:9][C:10]([NH:14][CH2:15][C:16]2[CH:17]=[CH:18][C:19]([F:22])=[CH:20][CH:21]=2)=[N:11][C:12]=1[NH2:13])=[O:5].[CH:24](/[C:23]([OH:30])=[O:29])=[CH:25]/[C:26]([OH:28])=[O:27] |f:2.3|. Procedure details: reaction of the resulting flupirtine base with maleic acid to obtain flupirtine maleate; Procedure: 5-methoxythiazole-2-carboximidamide hydrochloride (3.3 g, 17 mmol) was reacted with 2-bromo-4-fluorobenzaldehyde (3.46 g, 17 mmol) and ethyl 3-oxobutanoate (2.2 g, 17 mmol) according to the procedure as described in Example 1, Step A to give the title compound as a yellow solid (4.56 g, 59%). The compound was characterized by the following spectroscopic data: As a reaction SMILES: Cl.[CH3:2][O:3][C:4]1[S:8][C:7]([C:9](=[NH:11])[NH2:10])=[N:6][CH:5]=1.[Br:12][C:13]1[CH:20]=[C:19]([F:21])[CH:18]=[CH:17][C:14]=1[CH:15]=O.O=[C:23]([CH3:30])[CH2:24][C:25]([O:27][CH2:28][CH3:29])=[O:26]>>[Br:12][C:13]1[CH:20]=[C:19]([F:21])[CH:18]=[CH:17][C:14]=1[CH:15]1[C:24]([C:25]([O:27][CH2:28][CH3:29])=[O:26])=[C:23]([CH3:30])[NH:10][C:9]([C:7]2[S:8][C:4]([O:3][CH3:2])=[CH:5][N:6]=2)=[N:11]1 |f:0.1|. The reactants are Cl.COC1=CN=C(S1)C(N)=N (5-methoxythiazole-2-carboximidamide hydrochloride), BrC1=C(C=O)C=CC(=C1)F (2-bromo-4-fluorobenzaldehyde), O=C(CC(=O)OCC)C (ethyl 3-oxobutanoate). Yield: 59.0%. Yields the product BrC1=C(C=CC(=C1)F)C1N=C(NC(=C1C(=O)OCC)C)C=1SC(=CN1)OC (Ethyl 4-(2-bromo-4-fluorophenyl)-2-(5-methoxythiazol-2-yl)-6-methyl-1,4-dihydropyrimidine-5-carboxylate).